Dataset: the Open Reaction Database (ORD), a public repository of structured organic reaction records. Task: describe an organic reaction: reactants, conditions, products, and yield The reactants are C(C1=CC=CC=C1)Br (benzyl bromide), OC[C@@H]1NCC=2NC3=CC=CC=C3C2C1 ((3R)-3-Hydroxymethyl-1,2,3,4-tetrahydro-β-carboline), C(=S)=S (CS2), [OH-].[K+] (KOH). Solvent: C(C)O (ethanol). Conditions: time 30 minute. Product: OC[C@@H]1N(CC=2NC3=CC=CC=C3C2C1)C(=S)SCC1=CC=CC=C1 (Benzyl (3R)-3-hydroxymethyl-1,2,3,4-tetrahydro-β-carboline-2-carbodithioate). Isolated yield 70.0%. RXN SMILES: [OH:1][CH2:2][C@H:3]1[CH2:15][C:14]2[C:13]3[C:8](=[CH:9][CH:10]=[CH:11][CH:12]=3)[NH:7][C:6]=2[CH2:5][NH:4]1.[OH-].[K+].[C:18](=[S:20])=[S:19].[CH2:21](Br)[C:22]1[CH:27]=[CH:26][CH:25]=[CH:24][CH:23]=1>C(O)C>[OH:1][CH2:2][C@H:3]1[CH2:15][C:14]2[C:13]3[C:8](=[CH:9][CH:10]=[CH:11][CH:12]=3)[NH:7][C:6]=2[CH2:5][N:4]1[C:18]([S:20][CH2:21][C:22]1[CH:27]=[CH:26][CH:25]=[CH:24][CH:23]=1)=[S:19] |f:1.2|. Procedure details: (3R)-3-Hydroxymethyl-1,2,3,4-tetrahydro-β-carboline (1.01 g) is dissolved in 70% ethanol (20 ml), and thereto is added dropwise 2N KOH (2.5 ml) and is further added CS2 (0.30 ml). The mixture is stirred at room temperature for 30 minutes, and thereto is added dropwise benzyl bromide (0.86 g). The mixture is stirred at room temperature for 4 hours and distilled to remove the solvent. The residue is dissolved in ethyl acetate, and the solution is washed with 10% HCl and water in order, dried over ... RXN SMILES: [Br:35][N:36]1[C:37](=[O:38])[CH2:39][CH2:40][C:41]1=[O:42].[CH2:43]([Cl:44])[Cl:45].[F:1][C:2]([O:3][c:4]1[cH:5][c:6]([CH2:10][CH2:11][CH2:12][OH:13])[cH:7][cH:8][cH:9]1)([F:14])[F:15].[c:16]1([P:17]([c:18]2[cH:19][cH:20][cH:21][cH:22][cH:23]2)[c:24]2[cH:25][cH:26][cH:27][cH:28][cH:29]2)[cH:30][cH:31][cH:32][cH:33][cH:34]1>>[F:1][C:2]([O:3][c:4]1[cH:5][c:6]([CH2:10][CH2:11][CH2:12][Br:35])[cH:7][cH:8][cH:9]1)([F:14])[F:15]. The reactants are O=C1CCC(=O)N1Br, ClCCl, OCCCc1cccc(OC(F)(F)F)c1, c1ccc(P(c2ccccc2)c2ccccc2)cc1. The product is FC(F)(F)Oc1cccc(CCCBr)c1.